From a dataset of the Open Reaction Database (ORD), a public repository of structured organic reaction records. describe an organic reaction: reactants, conditions, products, and yield Reactants: [Si](C)(C)(C(C)(C)C)OC[C@H](CC(C)(F)F)/N=C/C(F)(F)F ((2S)-1-((tert-butyl(dimethyl)silyl)oxy)-4,4-difluoro-N-((1E)-2,2,2-trifluoroethylidene)pentan-2-amine), BrC1=CC=C(C=C1)Br (1,4-dibromobenzene), [Li]CCCC (n-BuLi), [Cl-].[NH4+] (ammonium chloride). Run in C1CCOC1 (THF), C1CCOC1 (THF), hexanes. Conditions: temperature -78 celsius, time 30 minute. The product is BrC1=CC=C(C=C1)[C@@H](C(F)(F)F)N[C@H](CO)CC(C)(F)F ((2S)-2-(((1S)-1-(4-bromophenyl)-2,2,2-trifluoroethyl)amino)-4,4-difluoropentan-1-ol). RXN SMILES: Br[C:2]1[CH:7]=[CH:6][C:5]([Br:8])=[CH:4][CH:3]=1.[Li]CCCC.[Si]([O:21][CH2:22][C@@H:23](/[N:29]=[CH:30]/[C:31]([F:34])([F:33])[F:32])[CH2:24][C:25]([F:28])([F:27])[CH3:26])(C(C)(C)C)(C)C.[Cl-].[NH4+]>C1COCC1>[Br:8][C:5]1[CH:6]=[CH:7][C:2]([C@H:30]([NH:29][C@@H:23]([CH2:24][C:25]([F:27])([F:28])[CH3:26])[CH2:22][OH:21])[C:31]([F:34])([F:33])[F:32])=[CH:3][CH:4]=1 |f:3.4|. Procedure details: To a −78° C. solution of 1,4-dibromobenzene (330 mg) in THF (5.2 mL) was added 2.5M n-BuLi in hexanes (0.52 mL) and the solution was aged for 30 minutes. Then, a solution of (2S)-1-((tert-butyl(dimethyl)silyl)oxy)-4,4-difluoro-N-((1E)-2,2,2-trifluoroethylidene)pentan-2-amine (333 mg) in THF (5.2 mL) was added. The mixture was stirred at −78° C. for 45 minutes, then poured over cold saturated ammonium chloride, extracted with ethyl acetate (2×), washed with brine, dried over magnesium sulfate, fi... Yields the product CCCCCCC(O)CN. The reactants are CCO, N, CCCCCCC1CO1, O. As a reaction SMILES: [CH3:2][CH2:3][OH:4].[NH3:1].[O:5]1[CH2:6][CH:7]1[CH2:8][CH2:9][CH2:10][CH2:11][CH2:12][CH3:13].[OH2:14]>>[NH2:1][CH2:6][CH:7]([OH:5])[CH2:8][CH2:9][CH2:10][CH2:11][CH2:12][CH3:13]. Starting materials: BrC=1C=CC2=C(C(OCC(N2)=O)(C)C)C1 (7-bromo-5,5-dimethyl-1,5-dihydro-4,1-benzoxazepin-2(3H)-one), BrC1=C(C=C(S1)C#N)C (5-bromo-4-methyl-thiophene-2-carbonitrile). The product is CC1(OCC(NC2=C1C=C(C=C2)C2=C(C=C(S2)C#N)C)=O)C (5-(5,5-Dimethyl-2-oxo-1,2,3,5-tetrahydro-4,1-benzoxazepin-7-yl)-4-methylthiophene-2-carbonitrile). As a reaction SMILES: Br[C:2]1[CH:3]=[CH:4][C:5]2[NH:11][C:10](=[O:12])[CH2:9][O:8][C:7]([CH3:14])([CH3:13])[C:6]=2[CH:15]=1.Br[C:17]1[S:21][C:20]([C:22]#[N:23])=[CH:19][C:18]=1[CH3:24]>>[CH3:13][C:7]1([CH3:14])[C:6]2[CH:15]=[C:2]([C:17]3[S:21][C:20]([C:22]#[N:23])=[CH:19][C:18]=3[CH3:24])[CH:3]=[CH:4][C:5]=2[NH:11][C:10](=[O:12])[CH2:9][O:8]1. Procedure details: Prepared from 7-bromo-5,5-dimethyl-1,5-dihydro-4,1-benzoxazepin-2(3H)-one and 5-bromo-4-methyl-thiophene-2-carbonitrile using the coupling procedures in examples 82 and 1. 1H-NMR (DMSO-d6) δ 10.13 (s, 1H), 7.87 (s, 1H), 7.41-7.36 (m, 2H), 7.22 (d, J=8.32 Hz, 1H), 4.29 (s, 2H), 2.29 (s, 3H), 1.58 (s, 6H); MS (FI) m/z 311 ([M−H]−, 20%). The reactants are CCOC(=O)c1[nH]c2ccc(OCc3ccccc3)cc2c1CCCNC(=O)OC(C)(C)C, CCO, CN(C)C=O, [OH-], [OH-], [Pd+2]. Yields the product CCOC(=O)c1[nH]c2ccc(O)cc2c1CCCNC(=O)OC(C)(C)C. As a reaction SMILES: [CH2:1]([CH3:2])[O:3][C:4](=[O:5])[c:6]1[nH:7][c:8]2[cH:9][cH:10][c:11]([O:26][CH2:27][c:28]3[cH:29][cH:30][cH:31][cH:32][cH:33]3)[cH:12][c:13]2[c:14]1[CH2:15][CH2:16][CH2:17][NH:18][C:19](=[O:20])[O:21][C:22]([CH3:23])([CH3:24])[CH3:25].[CH3:39][CH2:40][OH:41].[O:34]=[CH:35][N:36]([CH3:37])[CH3:38].[OH-:42].[OH-:43].[Pd+2:44]>>[CH2:1]([CH3:2])[O:3][C:4](=[O:5])[c:6]1[nH:7][c:8]2[cH:9][cH:10][c:11]([OH:26])[cH:12][c:13]2[c:14]1[CH2:15][CH2:16][CH2:17][NH:18][C:19](=[O:20])[O:21][C:22]([CH3:23])([CH3:24])[CH3:25]. The reactants are COC(=O)c1cnc2c(c1)cc(C(=O)NC1CCN(C(C)C)CC1)n2Cc1cc(-c2ccc(Cl)s2)on1, CO, Cl, [Na+], [OH-]. The product is CC(C)N1CCC(NC(=O)c2cc3cc(C(=O)O)cnc3n2Cc2cc(-c3ccc(Cl)s3)on2)CC1. Reaction SMILES: [CH3:1][O:2][C:3](=[O:4])[c:5]1[cH:6][c:7]2[c:8]([n:9][cH:10]1)[n:11]([CH2:26][c:27]1[n:28][o:29][c:30](-[c:32]3[s:33][c:34]([Cl:37])[cH:35][cH:36]3)[cH:31]1)[c:12]([C:14]([NH:15][CH:16]1[CH2:17][CH2:18][N:19]([CH:22]([CH3:23])[CH3:24])[CH2:20][CH2:21]1)=[O:25])[cH:13]2.[CH3:41][OH:42].[ClH:40].[Na+:39].[OH-:38]>>[O:2]=[C:3]([OH:4])[c:5]1[cH:6][c:7]2[c:8]([n:9][cH:10]1)[n:11]([CH2:26][c:27]1[n:28][o:29][c:30](-[c:32]3[s:33][c:34]([Cl:37])[cH:35][cH:36]3)[cH:31]1)[c:12]([C:14]([NH:15][CH:16]1[CH2:17][CH2:18][N:19]([CH:22]([CH3:23])[CH3:24])[CH2:20][CH2:21]1)=[O:25])[cH:13]2.